From a dataset of the Open Reaction Database (ORD), a public repository of structured organic reaction records. describe an organic reaction: reactants, conditions, products, and yield The reactants are NC=1C=C(C(=O)OCC)C=CC1O (ethyl 3-amino-4-hydroxybenzoate), Cl.ClCCCC(OCC)=N (ethyl 4-chlorobutanimidate hydrochloride). The solvent is ClC(Cl)Cl (trichloromethane). Run at temperature 20 celsius, time 24 hour. Product: 10, ClCCCC=1OC2=C(N1)C=C(C=C2)C(=O)OCC (ethyl 2-(3-chloropropyl)-5-benzoxazolecarboxylate). Isolated yield 74.7%. RXN SMILES: [NH2:1][C:2]1[CH:3]=[C:4]([CH:10]=[CH:11][C:12]=1[OH:13])[C:5]([O:7][CH2:8][CH3:9])=[O:6].Cl.[Cl:15][CH2:16][CH2:17][CH2:18][C:19](=N)OCC>ClC(Cl)Cl>[Cl:15][CH2:16][CH2:17][CH2:18][C:19]1[O:13][C:12]2[CH:11]=[CH:10][C:4]([C:5]([O:7][CH2:8][CH3:9])=[O:6])=[CH:3][C:2]=2[N:1]=1 |f:1.2|. Procedure: A mixture of 9 parts of ethyl 3-amino-4-hydroxybenzoate, 10.2 parts of ethyl 4-chlorobutanimidate hydrochloride and 150 parts of trichloromethane was stirred for 24 hours at 20° C. The separated organic layer was dried, filtered and evaporated. The residue was purified by column chromatography over silica gel using a mixture of trichloromethane and methanol (98:2 by volume) as eluent. The eluent of the desired fraction was evaporated, yielding 10 parts (74.7%) of ethyl 2-(3-chloropropyl)-5-benzo... Starting materials: BrC1=C(C=C(C(=N1)C=1OC(=NN1)C(C(F)(F)F)(C)O[Si](C(C)C)(C(C)C)C(C)C)N)C(F)(F)F (6-Bromo-2-(5-(1,1,1-trifluoro-2-(triisopropylsilyloxy)propan-2-yl)-1,3,4-oxadiazol-2-yl)-5-(trifluoromethyl)pyridin-3-amine), C(=O)([O-])[O-].[K+].[K+] (K2CO3), C1(CC1)B(O)O (cyclopropylboronic acid). Reagents/catalysts: C=1C=CC(=CC1)[P](C=2C=CC=CC2)(C=3C=CC=CC3)[Pd]([P](C=4C=CC=CC4)(C=5C=CC=CC5)C=6C=CC=CC6)([P](C=7C=CC=CC7)(C=8C=CC=CC8)C=9C=CC=CC9)[P](C=1C=CC=CC1)(C=1C=CC=CC1)C=1C=CC=CC1 (palladiumtetrakis). Solvent: O1CCOCC1 (1,4-dioxane). Conditions: temperature 120 celsius. The product is C1(CC1)C1=C(C=C(C(=N1)C=1OC(=NN1)C(C(F)(F)F)(C)O[Si](C(C)C)(C(C)C)C(C)C)N)C(F)(F)F (6-Cyclopropyl-2-(5-(1,1,1-trifluoro-2-(triisopropylsilyloxy)propan-2-yl)-1,3,4-oxadiazol-2-yl)-5-(trifluoromethyl)pyridin-3-amine). As a reaction SMILES: Br[C:2]1[N:7]=[C:6]([C:8]2[O:9][C:10]([C:13]([O:19][Si:20]([CH:27]([CH3:29])[CH3:28])([CH:24]([CH3:26])[CH3:25])[CH:21]([CH3:23])[CH3:22])([CH3:18])[C:14]([F:17])([F:16])[F:15])=[N:11][N:12]=2)[C:5]([NH2:30])=[CH:4][C:3]=1[C:31]([F:34])([F:33])[F:32].C([O-])([O-])=O.[K+].[K+].[CH:41]1(B(O)O)[CH2:43][CH2:42]1>O1CCOCC1.C1C=CC([P]([Pd]([P](C2C=CC=CC=2)(C2C=CC=CC=2)C2C=CC=CC=2)([P](C2C=CC=CC=2)(C2C=CC=CC=2)C2C=CC=CC=2)[P](C2C=CC=CC=2)(C2C=CC=CC=2)C2C=CC=CC=2)(C2C=CC=CC=2)C2C=CC=CC=2)=CC=1>[CH:41]1([C:2]2[N:7]=[C:6]([C:8]3[O:9][C:10]([C:13]([O:19][Si:20]([CH:21]([CH3:23])[CH3:22])([CH:27]([CH3:28])[CH3:29])[CH:24]([CH3:25])[CH3:26])([CH3:18])[C:14]([F:15])([F:16])[F:17])=[N:11][N:12]=3)[C:5]([NH2:30])=[CH:4][C:3]=2[C:31]([F:32])([F:33])[F:34])[CH2:43][CH2:42]1 |f:1.2.3,^1:56,58,77,96|. Reported procedure: To a stirring solution of 6-bromo-2-(5-(1,1,1-trifluoro-2-(triisopropylsilyloxy)propan-2-yl)-1,3,4-oxadiazol-2-yl)-5-(trifluoromethyl)pyridin-3-amine (step 3) (200 mg, 0.346 mmol) in dry 1,4-dioxane (10 ml) under N2 at RT was added K2CO3 (144 mg, 1.039 mmol) followed by cyclopropylboronic acid (89 mg, 1.039 mmol) and palladiumtetrakis (40.0 mg, 0.035 mmol). The resulting suspension was stirred and heated at reflux (120° C.) overnight for 4 days. The mixture was filtered through Celite® (filter m... Reactants: O=C([O-])[O-], CN(C)C=O, Cc1ccccc1, BrC1CCCC1, [K+], [K+], O=Cc1ccc(O)c(O)c1. Yields the product O=Cc1ccc(OC2CCCC2)c(O)c1. Reaction SMILES: [C:17](=[O:18])([O-:19])[O-:20].[CH3:23][N:24]([CH3:25])[CH:26]=[O:27].[CH3:28][c:29]1[cH:30][cH:31][cH:32][cH:33][cH:34]1.[CH:11]1([Br:16])[CH2:12][CH2:13][CH2:14][CH2:15]1.[K+:21].[K+:22].[OH:1][c:2]1[cH:3][c:4]([CH:5]=[O:6])[cH:7][cH:8][c:9]1[OH:10]>>[OH:1][c:2]1[cH:3][c:4]([CH:5]=[O:6])[cH:7][cH:8][c:9]1[O:10][CH:11]1[CH2:12][CH2:13][CH2:14][CH2:15]1. Starting materials: C(=O)(OC(C)(C)C)N1[C@@H](CC1)COC=1N=NC(=CC1)Cl (3-(1-BOC-2(S)-azetidinylmethoxy)-6-chloropyridazine). Run in Cl (HCl), C(C)O (ethanol). Conditions: temperature 0 celsius, time 16 hour. Product: Cl.N1[C@@H](CC1)COC=1N=NC(=CC1)Cl (3-(2-(S)-azetidinylmethoxy)-6-chloropyridazine hydrochloride). Reaction SMILES: C([N:8]1[CH2:11][CH2:10][C@H:9]1[CH2:12][O:13][C:14]1[N:15]=[N:16][C:17]([Cl:20])=[CH:18][CH:19]=1)(OC(C)(C)C)=O>Cl.C(O)C>[ClH:20].[NH:8]1[CH2:11][CH2:10][C@H:9]1[CH2:12][O:13][C:14]1[N:15]=[N:16][C:17]([Cl:20])=[CH:18][CH:19]=1 |f:3.4|. Procedure: A 811 mg sample of 3-(1-BOC-2(S)-azetidinylmethoxy)-6-chloropyridazine, prepared as in Example 13a above, was dissolved in 10 mL of satd HCl in ethanol cooled to 0° C., and the reaction was stirred at room temperature for 16 hours. The solvent was removed under vacuum, and the oily residue was dried under high vacuum for 4 hours to provide a solid. The solid was triturated with ether, collected, and recrystallized three times from ethanol/ether to give 118 mg of the title compound. mp 150-151° C... The reactants are CCO, N#CCCl, CCOC(=O)C1=C(CS)NC(C)=C(C#N)C1c1cccc([N+](=O)[O-])c1. The product is CCOC(=O)C1=C(CSCC#N)NC(C)=C(C#N)C1c1cccc([N+](=O)[O-])c1. As a reaction SMILES: [CH3:30][CH2:31][OH:32].[Cl:26][CH2:27][C:28]#[N:29].[SH:1][CH2:2][C:3]1=[C:8]([C:9](=[O:10])[O:11][CH2:12][CH3:13])[CH:7]([c:14]2[cH:15][c:16]([N+:20](=[O:21])[O-:22])[cH:17][cH:18][cH:19]2)[C:6]([C:23]#[N:24])=[C:5]([CH3:25])[NH:4]1>>[S:1]([CH2:2][C:3]1=[C:8]([C:9](=[O:10])[O:11][CH2:12][CH3:13])[CH:7]([c:14]2[cH:15][c:16]([N+:20](=[O:21])[O-:22])[cH:17][cH:18][cH:19]2)[C:6]([C:23]#[N:24])=[C:5]([CH3:25])[NH:4]1)[CH2:27][C:28]#[N:29]. The reactants are COC(=O)C(CCSC)NC(=O)c1ccc(COc2cccnc2)cc1-c1ccccc1C(F)(F)F, [Li+], [OH-], O. The product is CSCCC(NC(=O)c1ccc(COc2cccnc2)cc1-c1ccccc1C(F)(F)F)C(=O)O. RXN SMILES: [CH3:1][O:2][C:3]([CH:4]([NH:5][C:6]([c:7]1[c:8](-[c:21]2[c:22]([C:27]([F:28])([F:29])[F:30])[cH:23][cH:24][cH:25][cH:26]2)[cH:9][c:10]([CH2:13][O:14][c:15]2[cH:16][n:17][cH:18][cH:19][cH:20]2)[cH:11][cH:12]1)=[O:31])[CH2:32][CH2:33][S:34][CH3:35])=[O:36].[Li+:39].[OH-:38].[OH2:37]>>[O:2]=[C:3]([CH:4]([NH:5][C:6]([c:7]1[c:8](-[c:21]2[c:22]([C:27]([F:28])([F:29])[F:30])[cH:23][cH:24][cH:25][cH:26]2)[cH:9][c:10]([CH2:13][O:14][c:15]2[cH:16][n:17][cH:18][cH:19][cH:20]2)[cH:11][cH:12]1)=[O:31])[CH2:32][CH2:33][S:34][CH3:35])[OH:36]. Reactants: C(#N)C1=NC(=C(N=C1C#N)Cl)CC1=CC=CC=C1 (2,3-Dicyano-5-chloro-6-benzylpyrazine), C(C)NCC (diethylamine). Solvent: C1=CC=CC=C1 (benzene). The product is C(#N)C1=NC(=C(N=C1C#N)N(CC)CC)CC1=CC=CC=C1 (2,3-dicyano-5-diethylamino-6-benzylpyrazine). The yield is 75.5%. As a reaction SMILES: [C:1]([C:3]1[C:8]([C:9]#[N:10])=[N:7][C:6](Cl)=[C:5]([CH2:12][C:13]2[CH:18]=[CH:17][CH:16]=[CH:15][CH:14]=2)[N:4]=1)#[N:2].[CH2:19]([NH:21][CH2:22][CH3:23])[CH3:20]>C1C=CC=CC=1>[C:1]([C:3]1[C:8]([C:9]#[N:10])=[N:7][C:6]([N:21]([CH2:22][CH3:23])[CH2:19][CH3:20])=[C:5]([CH2:12][C:13]2[CH:18]=[CH:17][CH:16]=[CH:15][CH:14]=2)[N:4]=1)#[N:2]. Procedure details: 2,3-Dicyano-5-chloro-6-benzylpyrazine (1.27 g; 0.005 mole) was dissolved in 30 ml of benzene, and the solution was cooled to 5° to 10° C. With stirring, the mixture was worked up in the same way as in Example 13 using 0.80 g (0.01 mole) of diethylamine. Recrystallization from ethanol afforded 1.10 g (yield 75%) of 2,3-dicyano-5-diethylamino-6-benzylpyrazine. Starting materials: BrC1=NC(=CC=C1)CBr (2-Bromo-6-bromomethyl-pyridine), C1N2CN3CN1CN(C2)C3 (hexamethylenetetramine), [OH-].[Na+] (NaOH). The solvent is C(Cl)(Cl)Cl (chloroform). Product: BrC1=CC=CC(=N1)CN (6-Bromo-2-aminomethylpyridine). RXN SMILES: [Br:1][C:2]1[CH:7]=[CH:6][CH:5]=[C:4]([CH2:8]Br)[N:3]=1.C1N2CN3CN(C2)C[N:11]1C3.[OH-].[Na+]>C(Cl)(Cl)Cl>[Br:1][C:2]1[N:3]=[C:4]([CH2:8][NH2:11])[CH:5]=[CH:6][CH:7]=1 |f:2.3|. Reported procedure: 2-Bromo-6-bromomethyl-pyridine (2.67 g, 10.63 mmol) was combined with hexamethylenetetramine (3.00 g, 21.30 mmol) in chloroform (50 ml) and the resulting reaction mixture was stirred at reflux for 14 hours. The reaction mixture was then cooled to room temperature and the white solid was collected by filtration. The white solid was suspended in ethanol (50 ml) and concentrated HCl (12 ml) was added. The resulting reaction mixture was stirred at 90° C. for 14 hours. Adjustment of pH to 12 was done... Starting materials: COC=1C=C(C=CC1)C1=NC2=CC=CC=C2C(=N1)CCC(=O)OCC (ethyl 2-(3-methoxyphenyl)-4-quinazolinepropionate). The solvent is C(C)NCC (diethylamine). Yields the product C(C)N(C(CCC1=NC(=NC2=CC=CC=C12)C1=CC(=CC=C1)OC)=O)CC (N,N-diethyl-2-(3-methoxyphenyl)-4-quinazolinepropanamide). Yield: 55.5%. RXN SMILES: [CH3:1][O:2][C:3]1[CH:4]=[C:5]([C:9]2[N:18]=[C:17]([CH2:19][CH2:20][C:21](OCC)=[O:22])[C:16]3[C:11](=[CH:12][CH:13]=[CH:14][CH:15]=3)[N:10]=2)[CH:6]=[CH:7][CH:8]=1>C(NCC)C>[CH2:9]([N:10]([CH2:11][CH3:12])[C:21](=[O:22])[CH2:20][CH2:19][C:17]1[C:16]2[C:11](=[CH:12][CH:13]=[CH:14][CH:15]=2)[N:10]=[C:9]([C:5]2[CH:6]=[CH:7][CH:8]=[C:3]([O:2][CH3:1])[CH:4]=2)[N:18]=1)[CH3:5]. Procedure: The procedure is as in Example 1, starting with ethyl 2-(3-methoxyphenyl)-4-quinazolinepropionate (1.2 g) and diethylamine (30 cc). After chromatography on silica gel with a cyclohexane/ethyl acetate (1:1 by volume) mixture as eluant, and crystallization in isopropyl ether, N,N-diethyl-2-(3-methoxyphenyl)-4-quinazolinepropanamide (0.36 g), m.p. 87° C., is obtained.